Dataset: the Open Reaction Database (ORD), a public repository of structured organic reaction records. Task: describe an organic reaction: reactants, conditions, products, and yield Reactants: OS(=O)(=O)O (H2SO4), BrC1=CC=C(OC2=C(C(=O)O)C=C(C=C2)I)C=C1 (2-(4-bromophenoxy)-5-iodobenzoic acid). Reaction conditions: temperature 60 celsius. Product: BrC1=CC=2C(C3=CC(=CC=C3OC2C=C1)I)=O (2-bromo-7-iodo-9H-xanthen-9-one). Yield: 84.9%. As a reaction SMILES: OS(O)(=O)=O.[Br:6][C:7]1[CH:23]=[CH:22][C:10]([O:11][C:12]2[CH:20]=[CH:19][C:18]([I:21])=[CH:17][C:13]=2[C:14]([OH:16])=O)=[CH:9][CH:8]=1>>[Br:6][C:7]1[CH:8]=[CH:9][C:10]2[O:11][C:12]3[C:13](=[CH:17][C:18]([I:21])=[CH:19][CH:20]=3)[C:14](=[O:16])[C:22]=2[CH:23]=1. Procedure: H2SO4 (73.3 ml, 1375 mmol) was added to 2-(4-bromophenoxy)-5-iodobenzoic acid (28.800 g, 68.7 mmol) at rt. The resulting dark mixture was heated to 60° C. for 45 minutes. The brown solution was poured slowly onto ice-water (1 L) with stirring. The resulting tan precipitant was collected by filtration, washed with water a 1 N solution of NaOH, again with water, and dried under reduced pressure to afford 2-bromo-7-iodo-9H-xanthen-9-one (23.4 g) as a tan solid that was used without further purifica... Reactants: COC(CSCCCS[C@@H]1[C@H]([C@@H](CC1=O)O)\C=C\[C@H](CCCCC)O)=O ({3-[(1R,2S,3R)-3-Hydroxy-2-((S)-(E)-3-hydroxyoct-1-enyl)-5-oxocyclopentyl-sulfanyl]propylsulfanyl}acetic acid methyl ester), P(=O)([O-])([O-])[O-] (phosphate). Run in CC#N (CH3CN). Run at temperature 23 celsius, time 16 hour. The product is O[C@H]1[C@@H]([C@H](C(C1)=O)SCCCSCC(=O)O)\C=C\[C@H](CCCCC)O ({3-[(1R,2S,3R)-3-Hydroxy-2-((S)-(E)-3-hydroxyoct-1-enyl)-5-oxocyclopentyl-sulfanyl]propylsulfanyl}acetic acid). Yield: 10.9%. As a reaction SMILES: C[O:2][C:3](=[O:26])[CH2:4][S:5][CH2:6][CH2:7][CH2:8][S:9][C@H:10]1[C:14](=[O:15])[CH2:13][C@@H:12]([OH:16])[C@@H:11]1/[CH:17]=[CH:18]/[C@@H:19]([OH:25])[CH2:20][CH2:21][CH2:22][CH2:23][CH3:24].P([O-])([O-])([O-])=O>CC#N>[OH:16][C@@H:12]1[CH2:13][C:14](=[O:15])[C@H:10]([S:9][CH2:8][CH2:7][CH2:6][S:5][CH2:4][C:3]([OH:26])=[O:2])[C@H:11]1/[CH:17]=[CH:18]/[C@@H:19]([OH:25])[CH2:20][CH2:21][CH2:22][CH2:23][CH3:24]. Procedure: Methyl ester 8 (50 mg, 0.124 mmol) was dissolved in CH3CN (10 mL) and pH 7.2 phosphate buffer (3.0 mL) was added. The mixture was treated with PLE (400 μL, 1.34 mol/L) and stirred for 16 h at 23° C. The reaction mixture was extracted with EtOAc (3×). The combined organics were washed with brine, dried (Na2SO4), filtered and concentrated in vacuo. Purification of the residue by flash column chromatography (silica gel, 100% EtOAc) gave 5.3 mg (11%) of the above titled compound.